This data is from the Open Reaction Database (ORD), a public repository of structured organic reaction records. The task is: describe an organic reaction: reactants, conditions, products, and yield Reactants: C1CC12CN([C@@H](C2)C(=O)OC)C(=O)OC(C)(C)C ((S)-5-tert-butyl 6-methyl 5-azaspiro[2.4]heptane-5,6-dicarboxylate), O[Li].O (LiOH.H2O). Solvent: C(C)O (ethanol), O (H2O). Conditions: time 20 hour. The product is C(C)(C)(C)OC(=O)N1CC2(CC2)C[C@H]1C(=O)O ((S)-5-(tert-butoxycarbonyl)-5-azaspiro[2.4]heptane-6-carboxylic acid). Isolated yield 102.4%. RXN SMILES: [CH2:1]1[C:3]2([CH2:7][C@@H:6]([C:8]([O:10]C)=[O:9])[N:5]([C:12]([O:14][C:15]([CH3:18])([CH3:17])[CH3:16])=[O:13])[CH2:4]2)[CH2:2]1.O[Li].O>C(O)C.O>[C:15]([O:14][C:12]([N:5]1[C@H:6]([C:8]([OH:10])=[O:9])[CH2:7][C:3]2([CH2:2][CH2:1]2)[CH2:4]1)=[O:13])([CH3:18])([CH3:16])[CH3:17] |f:1.2|. Procedure details: To a solution of (S)-5-tert-butyl 6-methyl 5-azaspiro[2.4]heptane-5,6-dicarboxylate (0.436 g, 1.708 mmol) in ethanol (4 mL) was added a solution of LiOH.H2O (86.0 mg, 2.049 mmol, 1.2 eq) in H2O (2 mL) at room temperature. The mixture was stirred at room temperature for 20 hours. EtOH was removed by rotavapor. The aqueous residue was diluted with H2O and extracted with Et2O. The aqueous layer was cooled with an ice bath and acidified to pH ˜2 with 1 N HCl. The resulting milky solution was extract... Starting materials: ClC1=C(CP(OCC)(OCC)=O)C(=CC=C1)Cl (O,O-Diethyl 2,6-dichlorobenzylphosphonate), Cl (hydrochloric acid). Yields the product ClC1=C(CP(O)(O)=O)C(=CC=C1)Cl (2,6-dichlorobenzylphosphonic acid). As a reaction SMILES: [Cl:1][C:2]1[CH:16]=[CH:15][CH:14]=[C:13]([Cl:17])[C:3]=1[CH2:4][P:5](=[O:12])([O:9]CC)[O:6]CC.Cl>>[Cl:1][C:2]1[CH:16]=[CH:15][CH:14]=[C:13]([Cl:17])[C:3]=1[CH2:4][P:5](=[O:6])([OH:9])[OH:12]. Procedure details: O,O-Diethyl 2,6-dichlorobenzylphosphonate (1794 grams) and concentrated hydrochloric acid (2 l) were charged into a glass reaction vessel equipped with a mechanical stirrer, thermometer and reflux condenser. The reaction mixture was heated at reflux for a period of 16 hours. The mixture was then cooled in the formation of a solid product. This product was recovered by filtration was washed with water and dried to yield the desired product 2,6-dichlorobenzylphosphonic acid having a melt point of ... Starting materials: ice, P(=O)([O-])([O-])[O-] (phosphate), C[C@H]1C=C(CCN1C(=O)OCC=C)C(=O)OCC (1-allyl 4-ethyl (6S)-6-methyl-3,6-dihydro-1,4(2 H)-pyridinedicarboxylate), BrCCl (bromochloromethane), C(CCC)[Li] (n-butyllithium), CCCCCC (hexane). Solvent: C(C)(=O)OCC (ethyl acetate), C1CCOC1 (THF). The product is ClCC(=O)C=1CCN([C@H](C1)C)C(=O)OCC=C (allyl (6S)-4-(chloroacetyl)-6-methyl-3,6-dihydro-1(2 H)-pyridinecarboxylate). Isolated yield 82.0%. Reaction SMILES: [CH3:1][C@@H:2]1[N:7]([C:8]([O:10][CH2:11][CH:12]=[CH2:13])=[O:9])[CH2:6][CH2:5][C:4]([C:14]([O:16]CC)=O)=[CH:3]1.Br[CH2:20][Cl:21].C([Li])CCC.CCCCCC.P([O-])([O-])([O-])=O>C1COCC1.C(OCC)(=O)C>[Cl:21][CH2:20][C:14]([C:4]1[CH2:5][CH2:6][N:7]([C:8]([O:10][CH2:11][CH:12]=[CH2:13])=[O:9])[C@@H:2]([CH3:1])[CH:3]=1)=[O:16]. Procedure details: To a solution of 1-allyl 4-ethyl (6S)-6-methyl-3,6-dihydro-1,4(2 H)-pyridinedicarboxylate (200 mg, 0.79 mmol) and bromochloromethane (0.082 ml, 1.3 mmol) in THF (4 ml) was added at −90° C. a solution of n-butyllithium in hexane (1.59M, 0.74 ml, 1.2 mmol). Twenty minute later, the reaction mixture was poured into a mixture of ice (5 g) and phosphate buffer (pH 7.0, 10 ml). To the solution was added ethyl acetate and after separating the mixture with a separating funnel, the aqueous layer was extr... The reactants are C(C1=CC=CC=C1)Br (benzyl bromide), [Na][Na] (disodium), C(#N)NC(CCCC(=O)NC#N)=O (glutaric acid bis-(N-cyanamide)). The solvent is CN(C=O)C (dimethylformamide). Procedure details: 359.2 g (2.0 mols+5% excess) of benzyl bromide are added dropwise to a suspension of 224.1 g (1.0 mol) of the disodium salt of glutaric acid bis-(N-cyanamide) and 1 liter of dimethylformamide at 20°-27° C. in the course of 40 minutes, the components are reacted at 68°-78° C. for 3 hours and 50 minutes and the mixture is then filtered with suction. The filtrate is concentrated on a rotary evaporator at 100° C. in vacuo and the residue is recrystallised from 800 ml of toluene. 253.7 g (70.4% of th... Product: C(#N)N(C(CCCC(=O)N(C#N)CC1=CC=CC=C1)=O)CC1=CC=CC=C1 (Glutaric acid bis-(N-cyano-benzylamide)). RXN SMILES: [CH2:1](Br)[C:2]1[CH:7]=[CH:6][CH:5]=[CH:4][CH:3]=1.[Na][Na].[C:11]([NH:13][C:14](=[O:23])[CH2:15][CH2:16][CH2:17][C:18]([NH:20][C:21]#[N:22])=[O:19])#[N:12]>CN(C)C=O>[C:21]([N:20]([CH2:1][C:2]1[CH:7]=[CH:6][CH:5]=[CH:4][CH:3]=1)[C:18](=[O:19])[CH2:17][CH2:16][CH2:15][C:14]([N:13]([CH2:1][C:2]1[CH:7]=[CH:6][CH:5]=[CH:4][CH:3]=1)[C:11]#[N:12])=[O:23])#[N:22]. Starting materials: BrC1=CC2=C(C=3N=C(SC3CCO2)C=2N(N=CN2)CCN2CCOCC2)C=C1 (8-bromo-2-[2-(2-morpholin-4-yl-ethyl)-2H-[1,2,4]triazol-3-yl]-4,5-dihydro-6-oxa-3-thia-1-aza-benzo[e]azulene), CC(CN1N=CC(=C1)B1OC(C(O1)(C)C)(C)C)(C)O (2-methyl-1-[4-(4,4,5,5-tetramethyl-[1,3,2]dioxaborolan-2-yl)-pyrazol-1-yl]-propan-2-ol). The product is CC(CN1N=CC(=C1)C1=CC2=C(C=3N=C(SC3CCO2)C=2N(N=CN2)CCN2CCOCC2)C=C1)(C)O (2-Methyl-1-(4-{2-[2-(2-morpholin-4-yl-ethyl)-2H-[1,2,4]triazol-3-yl]-4,5-dihydro-6-oxa-3-thia-1-aza-benzo[e]azulen-8-yl}-pyrazol-1-yl)-propan-2-ol). As a reaction SMILES: Br[C:2]1[CH:28]=[CH:27][C:5]2[C:6]3[N:7]=[C:8]([C:14]4[N:15]([CH2:19][CH2:20][N:21]5[CH2:26][CH2:25][O:24][CH2:23][CH2:22]5)[N:16]=[CH:17][N:18]=4)[S:9][C:10]=3[CH2:11][CH2:12][O:13][C:4]=2[CH:3]=1.[CH3:29][C:30]([OH:47])([CH3:46])[CH2:31][N:32]1[CH:36]=[C:35](B2OC(C)(C)C(C)(C)O2)[CH:34]=[N:33]1>>[CH3:29][C:30]([OH:47])([CH3:46])[CH2:31][N:32]1[CH:36]=[C:35]([C:2]2[CH:28]=[CH:27][C:5]3[C:6]4[N:7]=[C:8]([C:14]5[N:15]([CH2:19][CH2:20][N:21]6[CH2:22][CH2:23][O:24][CH2:25][CH2:26]6)[N:16]=[CH:17][N:18]=5)[S:9][C:10]=4[CH2:11][CH2:12][O:13][C:4]=3[CH:3]=2)[CH:34]=[N:33]1. Reported procedure: Following the procedure for 114, 8-bromo-2-[2-(2-morpholin-4-yl-ethyl)-2H-[1,2,4]triazol-3-yl]-4,5-dihydro-6-oxa-3-thia-1-aza-benzo[e]azulene was reacted with 2-methyl-1-[4-(4,4,5,5-tetramethyl-[1,3,2]dioxaborolan-2-yl)-pyrazol-1-yl]-propan-2-ol to give 460. MS(ESI+) 522.2. 1H NMR (400 MHz, DMSO) δ 8.34 (d, J=8.3, 1H), 8.17 (s, 1H), 8.11 (s, 1H), 7.95 (s, 1H), 7.38 (dd, J=8.3, 1.7, 1H), 7.30 (d, J=1.6, 1H), 4.95 (t, J=6.5, 2H), 4.72 (s, 1H), 4.39 (t, J=5.0, 2H), 4.04 (s, 2H), 3.45 (t, J=5.0, 2H)...